describe an organic reaction: reactants, conditions, products, and yield From a dataset of the Open Reaction Database (ORD), a public repository of structured organic reaction records. Reaction SMILES: [Cl:1][c:2]1[cH:3][cH:4][c:5](-[c:8]2[c:9](-[c:16]3[n:17][cH:18][cH:19][cH:20][cH:21]3)[c:10](=[O:15])[nH:11][n:12][c:13]2[CH3:14])[cH:6][cH:7]1.[P:22]([Cl:23])([Cl:24])([Cl:25])=[O:26]>>[Cl:1][c:2]1[cH:3][cH:4][c:5](-[c:8]2[c:9](-[c:16]3[n:17][cH:18][cH:19][cH:20][cH:21]3)[c:10]([Cl:24])[n:11][n:12][c:13]2[CH3:14])[cH:6][cH:7]1. Starting materials: Cc1n[nH]c(=O)c(-c2ccccn2)c1-c1ccc(Cl)cc1, O=P(Cl)(Cl)Cl. Yields the product Cc1nnc(Cl)c(-c2ccccn2)c1-c1ccc(Cl)cc1. The reactants are O[C@H]1CN(CC[C@@H]1C1=CC=C(C=C1)O)C(=O)OC(C)(C)C ((3R,4R)-tert-butyl 3-hydroxy-4-(4-hydroxyphenyl)piperidine-1-carboxylate), CCN(CC)S(F)(F)F (DAST), C(C)(=O)OCC (ethyl acetate). Run in C(Cl)Cl (DCM). Conditions: time 3 hour. Yields the product F[C@H]1CN(CC[C@@H]1C1=CC=C(C=C1)O)C(=O)OC(C)(C)C ((3R,4R)-tert-butyl 3-fluoro-4-(4-hydroxyphenyl)piperidine-1-carboxylate). Yield: 80.4%. RXN SMILES: O[C@@H:2]1[C@@H:7]([C:8]2[CH:13]=[CH:12][C:11]([OH:14])=[CH:10][CH:9]=2)[CH2:6][CH2:5][N:4]([C:15]([O:17][C:18]([CH3:21])([CH3:20])[CH3:19])=[O:16])[CH2:3]1.CCN(S(F)(F)[F:28])CC.C(OCC)(=O)C>C(Cl)Cl>[F:28][C@@H:2]1[C@@H:7]([C:8]2[CH:13]=[CH:12][C:11]([OH:14])=[CH:10][CH:9]=2)[CH2:6][CH2:5][N:4]([C:15]([O:17][C:18]([CH3:21])([CH3:20])[CH3:19])=[O:16])[CH2:3]1. Reported procedure: To a solution of (3R,4R)-tert-butyl 3-hydroxy-4-(4-hydroxyphenyl)piperidine-1-carboxylate (MG Bursavich et al; Organic Letters 2001, 3, 2317, 150 mg, 0.51 mmol) in 5 mL of DCM at −78° C. under nitrogen was added DAST (0.2 mL, 1.5 mmol). The mixture was allowed to warm up to rt with stirring over 3 h. To the mixture was added 100 mL of ethyl acetate and the organic layer was separated, washed with a saturated NaHCO3 solution, and then evaporated under vacuum. The residue was purified via silica g... Starting materials: ClC1=C(C(=C(C=C1)OC)Cl)[N+](=O)[O-] (1,3-dichloro-4-methoxy-2-nitro-benzene). The reagents and catalysts are [Pd] (Pd/C). Solvent: CCOC(=O)C (EtOAc). Run at time 8 hour. Product: ClC1=C(N)C(=CC=C1OC)Cl (2,6-Dichloro-3-methoxy-aniline). Isolated yield 104.1%. RXN SMILES: [Cl:1][C:2]1[CH:7]=[CH:6][C:5]([O:8][CH3:9])=[C:4]([Cl:10])[C:3]=1[N+:11]([O-])=O>CCOC(C)=O.[Pd]>[Cl:10][C:4]1[C:5]([O:8][CH3:9])=[CH:6][CH:7]=[C:2]([Cl:1])[C:3]=1[NH2:11]. Reported procedure: To a solution of 1,3-dichloro-4-methoxy-2-nitro-benzene (550 mg, 2.5 mmol, 1.0 eq) in EtOAc (20 mL) was added Pd/C (10% Pd, 50 mg) and the reaction was stirred under a hydrogen atmosphere overnight. The catalyst was removed by filtration and the filtrate was evaporated in vacuo to give the title compound (500 mg, 100%). Starting materials: Cl.NCCCCC(C(CN[C@@H](C)C(=O)N1[C@H](C(=O)O)CCC1)=O)NC(C1=CC=CC=C1)=O (1-[N-[7-amino-3-(benzoylamino)-2-oxoheptyl]-L-alanyl]-L-proline, hydrochloride), C(C1=CC=CC=C1)(=O)NC(C(CN([C@@H](C)C(=O)N1[C@H](C(=O)O)CCC1)C(=O)OCC1=CC=CC=C1)=O)CCCCNC(=O)OCC1=CC=CC=C1 (1-[N-[3-(Benzoylamino)-7-[[(phenylmethoxy)carbonyl]amino]-2-oxoheptyl]-N-[(phenylmethoxy)carbonyl]-L-alanyl]-L-proline), ester, Cl (hydrochloric acid), CO (methanol). Reagents/catalysts: [Pd] (Palladium on carbon). The solvent is C(CCC)O.C(C)(=O)O.O (n-butanol acetic acid water), C(C)O (ethanol). Yields the product Cl.Cl.NCCCCC(C(CN[C@@H](C)C(=O)N1[C@H](C(=O)O)CCC1)=O)NC(C1=CC=CC=C1)=O (1-[N-[7-Amino-3-(benzoylamino)-2-oxoheptyl]-L-alanyl]-L-proline, dihydrochloride). Reaction SMILES: [C:1]([NH:9][CH:10]([CH2:37][CH2:38][CH2:39][CH2:40][NH:41]C(OCC1C=CC=CC=1)=O)[C:11](=[O:36])[CH2:12][N:13](C(OCC1C=CC=CC=1)=O)[C@H:14]([C:16]([N:18]1[CH2:25][CH2:24][CH2:23][C@H:19]1[C:20]([OH:22])=[O:21])=[O:17])[CH3:15])(=[O:8])[C:2]1[CH:7]=[CH:6][CH:5]=[CH:4][CH:3]=1.[ClH:52].Cl.NCCCCC(NC(=O)C1C=CC=CC=1)C(=O)CN[C@H](C(N1CCC[C@H]1C(O)=O)=O)C.CO>C(O)C.[Pd].C(O)CCC.C(O)(=O)C.O>[ClH:52].[ClH:52].[NH2:41][CH2:40][CH2:39][CH2:38][CH2:37][CH:10]([NH:9][C:1](=[O:8])[C:2]1[CH:7]=[CH:6][CH:5]=[CH:4][CH:3]=1)[C:11](=[O:36])[CH2:12][NH:13][C@H:14]([C:16]([N:18]1[CH2:25][CH2:24][CH2:23][C@H:19]1[C:20]([OH:22])=[O:21])=[O:17])[CH3:15] |f:2.3,7.8.9,10.11.12|. Procedure details: 1-[N-[3-(Benzoylamino)-7-[[(phenylmethoxy)carbonyl]amino]-2-oxoheptyl]-N-[(phenylmethoxy)carbonyl]-L-alanyl]-L-proline, phenylemethyl ester (1.3 g., 1.6 mmole) is dissolved in ethanol (75 ml.) and aqueous hydrochloric acid (1N, 5 ml.). Palladium on carbon catalyst (10%, 450 mg.) is added and the mixture is hydrogenated at atmospheric pressure overnight. The catalyst is filtered off and the solution is evaporated in vacuo. The residue is dissolved in water and lyophilized. The lyophilate is tritu...